Dataset: the Open Reaction Database (ORD), a public repository of structured organic reaction records. Task: describe an organic reaction: reactants, conditions, products, and yield Starting materials: Clc1ccnc2ccc(Br)cc12, CCOC(=O)C1CCNCC1. The product is CCOC(=O)C1CCN(c2ccnc3ccc(Br)cc23)CC1. As a reaction SMILES: [Br:1][c:2]1[cH:3][c:4]2[c:5]([Cl:12])[cH:6][cH:7][n:8][c:9]2[cH:10][cH:11]1.[NH:13]1[CH2:14][CH2:15][CH:16]([C:19](=[O:20])[O:21][CH2:22][CH3:23])[CH2:17][CH2:18]1>>[Br:1][c:2]1[cH:3][c:4]2[c:5]([N:13]3[CH2:14][CH2:15][CH:16]([C:19](=[O:20])[O:21][CH2:22][CH3:23])[CH2:17][CH2:18]3)[cH:6][cH:7][n:8][c:9]2[cH:10][cH:11]1. The reactants are C1(=CC=CC=C1)CS(=O)(=O)Cl (phenylmethanesulfonyl chloride), NC1=C(C=C(C=C1)C1=CN(C=2N=CN=C(C21)N)C2CCCC2)OC (5-(4-Amino-3-methoxyphenyl)-7-cyclopentyl-7H-pyrrolo[2,3-d]pyrimidin-4-amine), C1(=CC=CC=C1)CC(=O)Cl (2-phenylethanoyl chloride), N1=CC=CC=C1 (Pyridine). Solvent: ClCCl (dichloromethane). Conditions: time 8 hour. Yields the product NC=1C2=C(N=CN1)N(C=C2C2=CC(=C(C=C2)NC(CC2=CC=CC=C2)=O)OC)C2CCCC2 (N1-[4-(4-amino-7-cyclopentyl-7H-pyrrolo[2,3-d]pyrimidin-5-yl)-2-methoxyphenyl]-2-phenylacetamide). Yield: 18.4%. RXN SMILES: [NH2:1][C:2]1[CH:7]=[CH:6][C:5]([C:8]2[C:16]3[C:15]([NH2:17])=[N:14][CH:13]=[N:12][C:11]=3[N:10]([CH:18]3[CH2:22][CH2:21][CH2:20][CH2:19]3)[CH:9]=2)=[CH:4][C:3]=1[O:23][CH3:24].N1C=CC=CC=1.[C:31]1([CH2:37][C:38](Cl)=[O:39])[CH:36]=[CH:35][CH:34]=[CH:33][CH:32]=1.C1(CS(Cl)(=O)=O)C=CC=CC=1>ClCCl>[NH2:17][C:15]1[C:16]2[C:8]([C:5]3[CH:6]=[CH:7][C:2]([NH:1][C:38](=[O:39])[CH2:37][C:31]4[CH:36]=[CH:35][CH:34]=[CH:33][CH:32]=4)=[C:3]([O:23][CH3:24])[CH:4]=3)=[CH:9][N:10]([CH:18]3[CH2:22][CH2:21][CH2:20][CH2:19]3)[C:11]=2[N:12]=[CH:13][N:14]=1. Procedure: 5-(4-Amino-3-methoxyphenyl)-7-cyclopentyl-7H-pyrrolo[2,3-d]pyrimidin-4-amine (28 mg, 0.086 mmol) was dissolved in dichloromethane (1 mL). Pyridine (1 mL) was added followed by 2-phenylethanoyl chloride (14 uL, 0.105 mmol). After stirring overnight, another 14 uL of phenylmethanesulfonyl chloride was added and the reaction mixture was stirred overnight. The solvent was removed and the residue was purified by preparative thin layer chromatogram eluted with dichlormethane/methanol (95:5) to give N1... Starting materials: ClC=1C=C(CC=2C(OC3=CC(=CC=C3C2C)O)=O)C=CC1Cl (3-(3,4-dichloro-benzyl)-7-hydroxy-4-methyl-2H-chromen-2-one), [I-].N1(CCOCC1)C(=O)N1C=[N+](C=C1)C (3-(morpholine-4-carbonyl)-1-methyl-3H-imidazol-1-ium iodide). The product is ClC=1C=C(CC=2C(OC3=CC(=CC=C3C2C)OC(=O)N2CCOCC2)=O)C=CC1Cl (Morpholine-4-carboxylic acid 3-(3,4-dichloro-benzyl)-4-methyl-2-oxo-2H-chromen-7-yl ester). As a reaction SMILES: [Cl:1][C:2]1[CH:3]=[C:4]([CH:19]=[CH:20][C:21]=1[Cl:22])[CH2:5][C:6]1[C:7](=[O:18])[O:8][C:9]2[C:14]([C:15]=1[CH3:16])=[CH:13][CH:12]=[C:11]([OH:17])[CH:10]=2.[I-].[N:24]1([C:30](N2C=C[N+](C)=C2)=[O:31])[CH2:29][CH2:28][O:27][CH2:26][CH2:25]1>>[Cl:1][C:2]1[CH:3]=[C:4]([CH:19]=[CH:20][C:21]=1[Cl:22])[CH2:5][C:6]1[C:7](=[O:18])[O:8][C:9]2[C:14]([C:15]=1[CH3:16])=[CH:13][CH:12]=[C:11]([O:17][C:30]([N:24]1[CH2:29][CH2:28][O:27][CH2:26][CH2:25]1)=[O:31])[CH:10]=2 |f:1.2|. Procedure: The title compound was prepared from 3-(3,4-dichloro-benzyl)-7-hydroxy-4-methyl-2H-chromen-2-one and 3-(morpholine-4-carbonyl)-1-methyl-3H-imidazol-1-ium iodide. HPLC-MS m/z=448 (M+1), Rt: 4.73 min. Starting materials: O=[N+]([O-])c1cc(Br)cc2cc(C3=NCC(CN4CCOCC4)S3)[nH]c12, CCO, [Ca+2], [Cl-], [Cl-], [Fe], C1CCOC1, O. RXN SMILES: [Br:1][c:2]1[cH:3][c:4]2[cH:5][c:6]([C:14]3=[N:18][CH2:17][CH:16]([CH2:19][N:20]4[CH2:21][CH2:22][O:23][CH2:24][CH2:25]4)[S:15]3)[nH:7][c:8]2[c:9]([N+:11]([O-:12])=[O:13])[cH:10]1.[CH3:29][CH2:30][OH:31].[Ca+2:28].[Cl-:26].[Cl-:27].[Fe:37].[O:32]1[CH2:33][CH2:34][CH2:35][CH2:36]1.[OH2:38]>>[Br:1][c:2]1[cH:3][c:4]2[cH:5][c:6]([C:14]3=[N:18][CH2:17][CH:16]([CH2:19][N:20]4[CH2:21][CH2:22][O:23][CH2:24][CH2:25]4)[S:15]3)[nH:7][c:8]2[c:9]([NH2:11])[cH:10]1. The product is Nc1cc(Br)cc2cc(C3=NCC(CN4CCOCC4)S3)[nH]c12. RXN SMILES: [C:1]([CH3:2])([CH3:3])([CH3:4])[Si:5]([O:6][CH2:7][CH:8]1[N:9]([c:22]2[n:23][c:24]([N:37]3[CH:38]4[CH2:39][O:40][CH2:41][CH:42]3[CH2:43][CH2:44]4)[n:25][c:26](-[c:28]3[cH:29][cH:30][c:31]([N+:34]([O-:35])=[O:36])[cH:32][cH:33]3)[n:27]2)[CH:10]([CH2:13][O:14][Si:15]([CH3:16])([CH3:17])[C:18]([CH3:19])([CH3:20])[CH3:21])[CH2:11][CH2:12]1)([CH3:45])[CH3:46].[H:47][H:48].[O:49]1[CH2:50][CH2:51][CH2:52][CH2:53]1>>[C:1]([CH3:2])([CH3:3])([CH3:4])[Si:5]([O:6][CH2:7][CH:8]1[N:9]([c:22]2[n:23][c:24]([N:37]3[CH:38]4[CH2:39][O:40][CH2:41][CH:42]3[CH2:43][CH2:44]4)[n:25][c:26](-[c:28]3[cH:29][cH:30][c:31]([NH2:34])[cH:32][cH:33]3)[n:27]2)[CH:10]([CH2:13][O:14][Si:15]([CH3:16])([CH3:17])[C:18]([CH3:19])([CH3:20])[CH3:21])[CH2:11][CH2:12]1)([CH3:45])[CH3:46]. The product is CC(C)(C)[Si](C)(C)OCC1CCC(CO[Si](C)(C)C(C)(C)C)N1c1nc(-c2ccc(N)cc2)nc(N2C3CCC2COC3)n1. Reactants: CC(C)(C)[Si](C)(C)OCC1CCC(CO[Si](C)(C)C(C)(C)C)N1c1nc(-c2ccc([N+](=O)[O-])cc2)nc(N2C3CCC2COC3)n1, [H][H], C1CCOC1. Starting materials: O=C([O-])[O-], CCC(C)=O, COc1ccc(O)cc1C(C)C, Cc1cc([N+](=O)[O-])cc(C#N)c1Cl, [K+], [K+]. The product is COc1ccc(Oc2c(C)cc([N+](=O)[O-])cc2C#N)cc1C(C)C. As a reaction SMILES: [C:26](=[O:27])([O-:28])[O-:29].[CH3:32][C:33]([CH2:34][CH3:35])=[O:36].[CH:1]([CH3:2])([CH3:3])[c:4]1[cH:5][c:6]([OH:12])[cH:7][cH:8][c:9]1[O:10][CH3:11].[Cl:13][c:14]1[c:15]([C:24]#[N:25])[cH:16][c:17]([N+:21](=[O:22])[O-:23])[cH:18][c:19]1[CH3:20].[K+:30].[K+:31]>>[CH:1]([CH3:2])([CH3:3])[c:4]1[cH:5][c:6]([O:12][c:14]2[c:15]([C:24]#[N:25])[cH:16][c:17]([N+:21](=[O:22])[O-:23])[cH:18][c:19]2[CH3:20])[cH:7][cH:8][c:9]1[O:10][CH3:11]. Reactants: NCCc1ccccc1, CCOC(C)=O, O=c1cc(-c2ccccc2)cc2n1CCCN2c1cc(Cl)ncn1, [K+], [K+], O=C([O-])[O-], CN(C)C=O, O. Product: O=c1cc(-c2ccccc2)cc2n1CCCN2c1cc(NCCc2ccccc2)ncn1. RXN SMILES: [CH2:31]([CH2:32][c:33]1[cH:34][cH:35][cH:36][cH:37][cH:38]1)[NH2:39].[CH3:46][CH2:47][O:48][C:49]([CH3:50])=[O:51].[Cl:1][c:2]1[cH:3][c:4]([N:8]2[c:9]3[n:10]([c:14](=[O:24])[cH:15][c:16](-[c:18]4[cH:19][cH:20][cH:21][cH:22][cH:23]4)[cH:17]3)[CH2:11][CH2:12][CH2:13]2)[n:5][cH:6][n:7]1.[K+:25].[K+:26].[O-:27][C:28]([O-:29])=[O:30].[O:40]=[CH:41][N:42]([CH3:43])[CH3:44].[OH2:45]>>[c:2]1([NH:39][CH2:31][CH2:32][c:33]2[cH:34][cH:35][cH:36][cH:37][cH:38]2)[cH:3][c:4]([N:8]2[c:9]3[n:10]([c:14](=[O:24])[cH:15][c:16](-[c:18]4[cH:19][cH:20][cH:21][cH:22][cH:23]4)[cH:17]3)[CH2:11][CH2:12][CH2:13]2)[n:5][cH:6][n:7]1. Reactants: C(C)(=S)[O-].[K+] (potassium thioacetate), BrCCC(F)(F)F (3-bromo-1,1,1-trifluoropropane). Run in CN1C(CCC1)=O (N-methyl-2-pyrrolidone). Reaction conditions: time 1 hour. Product: C(C)(=S)OCCC(F)(F)F (3,3,3-trifluoropropyl thioacetate). Yield: 90.2%. RXN SMILES: [C:1]([O-:4])(=[S:3])[CH3:2].[K+].Br[CH2:7][CH2:8][C:9]([F:12])([F:11])[F:10]>CN1CCCC1=O>[C:1]([O:4][CH2:7][CH2:8][C:9]([F:12])([F:11])[F:10])(=[S:3])[CH3:2] |f:0.1|. Procedure: To a suspension of 7.35 g of potassium thioacetate in 30 ml of N-methyl-2-pyrrolidone was added dropwise 11.39 g of 3-bromo-1,1,1-trifluoropropane over 15 minutes at 0° C. under a nitrogen atmosphere, and the mixture was stirred at room temperature for 1 hour. The reaction mixture was heated to 80° C., followed by distillation under reduced pressure to obtain 9.99 g of 3,3,3-trifluoropropyl thioacetate represented by the formula: The reactants are C(C)NC1=NN(C2=C1C=NC(=C2)NC(=O)N[C@H](C)C2=CC=CC=C2)C(C2=CC=CC=C2)(C2=CC=CC=C2)C2=CC=CC=C2 ((R)-1-(3-(Ethylamino)-1-trityl-1H-pyrazolo[4,3-c]pyridin-6-yl)-3-(1-phenylethyl)urea), C(C)[SiH](CC)CC (triethylsilane). Run in C(=O)(C(F)(F)F)O (TFA). Yields the product C(C)NC1=NNC2=C1C=NC(=C2)NC(=O)N[C@H](C)C2=CC=CC=C2 ((R)-1-(3-(ethylamino)-1H-pyrazolo[4,3-c]pyridin-6-yl)-3-(1-phenylethyl)urea). As a reaction SMILES: [CH2:1]([NH:3][C:4]1[C:8]2[CH:9]=[N:10][C:11]([NH:13][C:14]([NH:16][C@@H:17]([C:19]3[CH:24]=[CH:23][CH:22]=[CH:21][CH:20]=3)[CH3:18])=[O:15])=[CH:12][C:7]=2[N:6](C(C2C=CC=CC=2)(C2C=CC=CC=2)C2C=CC=CC=2)[N:5]=1)[CH3:2].C([SiH](CC)CC)C>C(O)(C(F)(F)F)=O>[CH2:1]([NH:3][C:4]1[C:8]2[CH:9]=[N:10][C:11]([NH:13][C:14]([NH:16][C@@H:17]([C:19]3[CH:20]=[CH:21][CH:22]=[CH:23][CH:24]=3)[CH3:18])=[O:15])=[CH:12][C:7]=2[NH:6][N:5]=1)[CH3:2]. Procedure details: (R)-1-(3-(Ethylamino)-1-trityl-1H-pyrazolo[4,3-c]pyridin-6-yl)-3-(1-phenylethyl)urea (187 mg, 0.330 mmol) and triethylsilane (0.080 mL, 0.501 mmol) were stirred in TFA (2 mL) at room temperature for 30 min. The solvent was removed in vacuo, saturated NaHCO3 was added, and the products extracted into EtOAc (×2). The combined organic extracts were washed with brine, dried over Na2SO4, filtered through Celite, and concentrated in vacuo. Purification of the residue by flash chromatography (0-10% MeO...